describe an organic reaction: reactants, conditions, products, and yield From a dataset of the Open Reaction Database (ORD), a public repository of structured organic reaction records. Starting materials: Sc1ccccc1, N#CN1Cc2ccccc2-c2ccccc2C1. Product: N=C(Sc1ccccc1)N1Cc2ccccc2-c2ccccc2C1. Reaction SMILES: [SH:18][c:19]1[cH:20][cH:21][cH:22][cH:23][cH:24]1.[cH:1]1[cH:2][cH:3][cH:4][c:5]2[c:11]1-[c:10]1[c:9]([cH:15][cH:14][cH:13][cH:12]1)[CH2:8][N:7]([C:16]#[N:17])[CH2:6]2>>[cH:1]1[cH:2][cH:3][cH:4][c:5]2[c:11]1-[c:10]1[c:9]([cH:15][cH:14][cH:13][cH:12]1)[CH2:8][N:7]([C:16](=[NH:17])[S:18][c:19]1[cH:20][cH:21][cH:22][cH:23][cH:24]1)[CH2:6]2.